Dataset: the Open Reaction Database (ORD), a public repository of structured organic reaction records. Task: describe an organic reaction: reactants, conditions, products, and yield Reactants: C=C(C)c1cc(S(=O)(=O)c2ccc(N)cc2)cc(N2CCCC2)n1, CCO. Product: CC(C)c1cc(S(=O)(=O)c2ccc(N)cc2)cc(N2CCCC2)n1. RXN SMILES: [C:1](=[CH2:2])([CH3:3])[c:4]1[n:5][c:6]([N:20]2[CH2:21][CH2:22][CH2:23][CH2:24]2)[cH:7][c:8]([S:10](=[O:11])(=[O:12])[c:13]2[cH:14][cH:15][c:16]([NH2:19])[cH:17][cH:18]2)[cH:9]1.[CH3:25][CH2:26][OH:27]>>[CH:1]([CH3:2])([CH3:3])[c:4]1[n:5][c:6]([N:20]2[CH2:21][CH2:22][CH2:23][CH2:24]2)[cH:7][c:8]([S:10](=[O:11])(=[O:12])[c:13]2[cH:14][cH:15][c:16]([NH2:19])[cH:17][cH:18]2)[cH:9]1.